The task is: describe an organic reaction: reactants, conditions, products, and yield. This data is from the Open Reaction Database (ORD), a public repository of structured organic reaction records. Reactants: COc1ccccc1N1CCN(C)CC1, CC(C)=O, Nc1cccc2ccccc12, O=S(=O)(Cl)Cl. Yields the product Cl, COc1ccc(S(=O)(=O)Nc2cccc3ccccc23)cc1N1CCN(C)CC1. As a reaction SMILES: [CH3:17][N:18]1[CH2:19][CH2:20][N:21]([c:24]2[cH:25][cH:26][cH:27][cH:28][c:29]2[O:30][CH3:31])[CH2:22][CH2:23]1.[CH3:32][C:33](=[O:34])[CH3:35].[NH2:1][c:2]1[cH:3][cH:4][cH:5][c:6]2[cH:7][cH:8][cH:9][cH:10][c:11]12.[S:12](=[O:13])(=[O:14])([Cl:15])[Cl:16]>>[ClH:15].[NH:1]([c:2]1[cH:3][cH:4][cH:5][c:6]2[cH:7][cH:8][cH:9][cH:10][c:11]12)[S:12](=[O:13])(=[O:14])[c:26]1[cH:25][c:24]([N:21]2[CH2:20][CH2:19][N:18]([CH3:17])[CH2:23][CH2:22]2)[c:29]([O:30][CH3:31])[cH:28][cH:27]1. The reactants are CN1N=C(C=C1N)C (1,3-Dimethyl-5-amino pyrazole), C(C1=CC=CC=C1)(=O)N=C=S (benzoyl iso thiocyanate). Product: CN1N=C(C=C1NC(=S)N)C ((1,3-Dimethyl-5-pyrazolyl) thiourea). Reaction SMILES: [CH3:1][N:2]1[C:6]([NH2:7])=[CH:5][C:4]([CH3:8])=[N:3]1.C([N:17]=[C:18]=[S:19])(=O)C1C=CC=CC=1>>[CH3:1][N:2]1[C:6]([NH:7][C:18]([NH2:17])=[S:19])=[CH:5][C:4]([CH3:8])=[N:3]1. Procedure: 1,3-Dimethyl-5-amino pyrazole (111.0 g.) and benzoyl iso thiocyanate (180.0 g.) were reacted as described in Example IV to give 110.3 g. of the product, mp 221°-224° C.